From a dataset of the Open Reaction Database (ORD), a public repository of structured organic reaction records. describe an organic reaction: reactants, conditions, products, and yield The solvent is CO (methanol), CO.C(Cl)Cl (methanol methylene chloride). Yields the product ClC1=C(C(=CC=C1)Cl)NS(=O)(=O)C1=NN2C(N=C(C=C2OC)C)=N1 (N-(2,6-dichlorophenyl)-7-methoxy-5-methyl-1,2,4-triazolo-[1,5-a]pyrimidine-2-sulfonamide). Reported procedure: A sodium methoxide-methanol solution was made by dissolving 0.3 g (13 mg-atom) of sodium metal into 20 ml of absolute methanol. To this solution was added 1.0 g (2.5 mmol) of N-(2,6-dichlorophenyl)-7-chloro-5-methyl-1,2,4-triazolo-[1,5-a]pyrimidine-2-sulfonamide. A mild exotherm ensued and the reaction was complete within 10 min as determined by TLC (20 percent methanol-methylene chloride). The solution was acidified with 6N aqueous HCl and the resulting white solid collected. Recovered 0.9 g (9... Run at time 10 minute. As a reaction SMILES: [CH3:1][O-:2].[Na+].CO.[Na].[Cl:7][C:8]1[CH:13]=[CH:12][CH:11]=[C:10]([Cl:14])[C:9]=1[NH:15][S:16]([C:19]1[N:29]=[C:22]2[N:23]=[C:24]([CH3:28])[CH:25]=[C:26](Cl)[N:21]2[N:20]=1)(=[O:18])=[O:17].Cl>CO.C(Cl)Cl.CO>[Cl:7][C:8]1[CH:13]=[CH:12][CH:11]=[C:10]([Cl:14])[C:9]=1[NH:15][S:16]([C:19]1[N:29]=[C:22]2[N:23]=[C:24]([CH3:28])[CH:25]=[C:26]([O:2][CH3:1])[N:21]2[N:20]=1)(=[O:18])=[O:17] |f:0.1.2,6.7,^1:5|. Reactants: [Na] (sodium), C[O-].[Na+].CO (sodium methoxide methanol), Cl (HCl), ClC1=C(C(=CC=C1)Cl)NS(=O)(=O)C1=NN2C(N=C(C=C2Cl)C)=N1 (N-(2,6-dichlorophenyl)-7-chloro-5-methyl-1,2,4-triazolo-[1,5-a]pyrimidine-2-sulfonamide). Yields the product CCOC(=O)C1CCN(C(=S)Nc2ccc(Cl)cc2)CC1. RXN SMILES: [Cl:1][c:2]1[cH:3][cH:4][c:5]([N:8]=[C:9]=[S:10])[cH:6][cH:7]1.[Cl:22][CH2:23][Cl:24].[NH:11]1[CH2:12][CH2:13][CH:14]([C:15](=[O:16])[O:17][CH2:18][CH3:19])[CH2:20][CH2:21]1>>[Cl:1][c:2]1[cH:3][cH:4][c:5]([NH:8][C:9](=[S:10])[N:11]2[CH2:12][CH2:13][CH:14]([C:15](=[O:16])[O:17][CH2:18][CH3:19])[CH2:20][CH2:21]2)[cH:6][cH:7]1. Reactants: S=C=Nc1ccc(Cl)cc1, ClCCl, CCOC(=O)C1CCNCC1. Yields the product CC(CO)(C)C1=CC=C(C(=O)O)C=C1 (p-(1,1-Dimethyl-2-hydroxyethyl)benzoic acid). Solvent: O (water), O (water), O (water). Starting materials: [OH-].[Na+] (NaOH), CC(CO)(C)C1=CC=C(C=C1)C#N (p-(1,1-Dimethyl-2-hydroxyethyl)cyanobenzene), C(CO)O (ethylene glycol), N (ammonia). Procedure: p-(1,1-Dimethyl-2-hydroxyethyl)cyanobenzene, 75 g, 0.43 mole, was dissolved in a solution of ethylene glycol, 150 mL, and water, 50 mL, at 80° C. in a 2-L flask. The above solution was then heated on an oil bath with good stirring to 135°-140° C. A solution of 50% aqueous NaOH, 140 mL, in 150 mL water was added dropwise at such a rate that a gentle reflux was maintained, and the resulting clear solution was allowed to reflux until no more ammonia could be detected The solution was then diluted w... Reaction SMILES: [CH3:1][C:2]([C:6]1[CH:11]=[CH:10]C(C#N)=[CH:8][CH:7]=1)([CH3:5])[CH2:3][OH:4].[OH-:14].[Na+].N.[CH2:17]([OH:20])[CH2:18]O>O>[CH3:1][C:2]([C:6]1[CH:11]=[CH:10][C:18]([C:17]([OH:20])=[O:14])=[CH:8][CH:7]=1)([CH3:5])[CH2:3][OH:4] |f:1.2|. The reactants are C1CCOC1, [K+], [K+], O=C([O-])[O-], O, O=C(O)C1CCCCN1C(=O)OCc1ccccc1. The product is O=C(OCc1ccccc1)N1CCCCC1CO. Reaction SMILES: [CH2:27]1[O:28][CH2:29][CH2:30][CH2:31]1.[K+:21].[K+:22].[O-:23][C:24]([O-:25])=[O:26].[OH2:20].[c:1]1([CH2:7][O:8][C:9](=[O:10])[N:11]2[CH:12]([C:17](=[O:18])[OH:19])[CH2:13][CH2:14][CH2:15][CH2:16]2)[cH:2][cH:3][cH:4][cH:5][cH:6]1>>[c:1]1([CH2:7][O:8][C:9](=[O:10])[N:11]2[CH:12]([CH2:17][OH:18])[CH2:13][CH2:14][CH2:15][CH2:16]2)[cH:2][cH:3][cH:4][cH:5][cH:6]1.